This data is from the Open Reaction Database (ORD), a public repository of structured organic reaction records. The task is: describe an organic reaction: reactants, conditions, products, and yield Reactants: C(C1=CC=CC=C1)OC1=CC=C(C=C1)C=1C=NC=2N(C1C1CCCCC1)N=CC2[N+](=O)[O-] (6-(4-benzyloxy-phenyl)-7-cyclohexyl-3-nitro-pyrazolo[1,5-a]pyrimidine), [Sn](Cl)Cl (tin (II) chloride), [Sn](Cl)Cl (tin (II) chloride). Run in C(C)(=O)OCC (ethyl acetate), C(C)(=O)OCC (ethyl acetate). Conditions: temperature 80 celsius, time 8 hour. Product: C(C1=CC=CC=C1)OC1=CC=C(C=C1)C=1C=NC=2N(C1C1CCCCC1)N=CC2N (6-(4-benzyloxy-phenyl)-7-cyclohexyl-pyrazolo[1,5-a]pyrimidin-3-ylamine). Yield: 35.8%. RXN SMILES: [CH2:1]([O:8][C:9]1[CH:14]=[CH:13][C:12]([C:15]2[CH:16]=[N:17][C:18]3[N:19]([N:27]=[CH:28][C:29]=3[N+:30]([O-])=O)[C:20]=2[CH:21]2[CH2:26][CH2:25][CH2:24][CH2:23][CH2:22]2)=[CH:11][CH:10]=1)[C:2]1[CH:7]=[CH:6][CH:5]=[CH:4][CH:3]=1.[Sn](Cl)Cl>C(OCC)(=O)C>[CH2:1]([O:8][C:9]1[CH:10]=[CH:11][C:12]([C:15]2[CH:16]=[N:17][C:18]3[N:19]([N:27]=[CH:28][C:29]=3[NH2:30])[C:20]=2[CH:21]2[CH2:26][CH2:25][CH2:24][CH2:23][CH2:22]2)=[CH:13][CH:14]=1)[C:2]1[CH:7]=[CH:6][CH:5]=[CH:4][CH:3]=1. Reported procedure: To a solution of 18 mg (0.042 mmol) of 6-(4-benzyloxy-phenyl)-7-cyclohexyl-3-nitro-pyrazolo[1,5-a]pyrimidine in 3 mL of ethyl acetate (EtOAc) was added 40 mg (0.21 mmol) of tin (II) chloride (SnCl2) and the resulting mixture was stirred at 80° C. under argon for 8 h when analysis by TLC indicated only 75% conversion of starting material to product. Therefore, 40 mg (0.21 mmol) of tin (II) chloride (SnCl2) was added, the reaction mixture was heated at 80° C. for 8 h when analysis by TLC indicated... The product is CCOC(=O)C(CC(C)C)c1cc(N)c(O)c(Br)c1. The reactants are CCOC(=O)C(CC(C)C)c1cc(Br)c(O)c([N+](=O)[O-])c1, CO, [H][H], [OH-], [OH-], [Pd+2]. RXN SMILES: [Br:1][c:2]1[cH:3][c:4]([CH:12]([C:13](=[O:14])[O:15][CH2:16][CH3:17])[CH2:18][CH:19]([CH3:20])[CH3:21])[cH:5][c:6]([N+:9]([O-:10])=[O:11])[c:7]1[OH:8].[CH3:24][OH:25].[H:22][H:23].[OH-:26].[OH-:27].[Pd+2:28]>>[Br:1][c:2]1[cH:3][c:4]([CH:12]([C:13](=[O:14])[O:15][CH2:16][CH3:17])[CH2:18][CH:19]([CH3:20])[CH3:21])[cH:5][c:6]([NH2:9])[c:7]1[OH:8].